This data is from the Open Reaction Database (ORD), a public repository of structured organic reaction records. The task is: describe an organic reaction: reactants, conditions, products, and yield The reactants are C=Cc1cc2ccc(OC)cc2nc1OC1CC(C(=O)OC)N(C(=O)OC(C)(C)C)C1, Cl, C1COCCO1. The product is C=Cc1cc2ccc(OC)cc2nc1OC1CNC(C(=O)OC)C1, Cl. Reaction SMILES: [CH3:1][O:2][c:3]1[cH:4][cH:5][c:6]2[cH:7][c:8]([CH:30]=[CH2:31])[c:9]([O:13][CH:14]3[CH2:15][CH:16]([C:26](=[O:27])[O:28][CH3:29])[N:17]([C:19]([O:20][C:21]([CH3:22])([CH3:23])[CH3:24])=[O:25])[CH2:18]3)[n:10][c:11]2[cH:12]1.[ClH:32].[O:33]1[CH2:34][CH2:35][O:36][CH2:37][CH2:38]1>>[CH3:1][O:2][c:3]1[cH:4][cH:5][c:6]2[cH:7][c:8]([CH:30]=[CH2:31])[c:9]([O:13][CH:14]3[CH2:15][CH:16]([C:26](=[O:27])[O:28][CH3:29])[NH:17][CH2:18]3)[n:10][c:11]2[cH:12]1.[ClH:32]. The reactants are C(C)(C)(C)[Si](Cl)(Cl)Cl (t-butyltrichlorosilane), [Li]N1CCC(CC1)C (1-lithio-4-methylpiperidine), ( b ). The solvent is C(C)OCC (diethylether), C(C)OCC (diethylether). Run at time 16 hour. The product is C(C)(C)(C)[Si](Cl)(Cl)N1CCC(CC1)C (t-butyl(4methylpiperidyl)dichlorosilane). The yield is 42.1%. RXN SMILES: [C:1]([Si:5]([Cl:8])(Cl)[Cl:6])([CH3:4])([CH3:3])[CH3:2].[Li][N:10]1[CH2:15][CH2:14][CH:13]([CH3:16])[CH2:12][CH2:11]1>C(OCC)C>[C:1]([Si:5]([N:10]1[CH2:15][CH2:14][CH:13]([CH3:16])[CH2:12][CH2:11]1)([Cl:8])[Cl:6])([CH3:4])([CH3:3])[CH3:2]. Reported procedure: Under argon, a reaction vessel fitted with a stirrer was charged with 100 ml diethylether and 11.7 g. t-butyltrichlorosilane (0.0615 mol) and stirring was commenced. To this vessel was added dropwise 6.34 g 1-lithio-4-methylpiperidine in diethylether solution from (b) above via a cannula over a 30 min. period and stirring was continued for about 16 hours. The vessel was fitted with a condenser and the reaction mixture was refluxed for 1 hr. and cooled to room temperature. The solution was filter... Reactants: BrC1=C(N)C(=CC(=C1)C)C (2-Bromo-4,6-dimethylaniline), C1(=CC=CC=C1)B(O)O (phenyl boronic acid). Yields the product NC1=C(C=C(C=C1C)C)C1=CC=CC=C1 (2-amino-3,5-dimethylbiphenyl). Reaction SMILES: Br[C:2]1[CH:8]=[C:7]([CH3:9])[CH:6]=[C:5]([CH3:10])[C:3]=1[NH2:4].[C:11]1(B(O)O)[CH:16]=[CH:15][CH:14]=[CH:13][CH:12]=1>>[NH2:4][C:3]1[C:5]([CH3:10])=[CH:6][C:7]([CH3:9])=[CH:8][C:2]=1[C:11]1[CH:16]=[CH:15][CH:14]=[CH:13][CH:12]=1. Reported procedure: 2-Bromo-4,6-dimethylaniline was coupled with phenyl boronic acid under Suzuki conditions to give 2-amino-3,5-dimethylbiphenyl in 68% yleld. Reaction conditions: time 8 hour. The yield is 103.4%. Starting materials: Cl.Cl.C(CC(OC)=N)(OC)=N (Dimethyl malonimidate dihydrochloride), C(C)N(C(C)C)C(C)C (Ethyl diisopropylamine), FC(C(=O)Cl)C1=CC=CC=C1 (2-fluoro-2-phenylacetyl chloride). Reaction SMILES: Cl.Cl.[C:3](=[NH:11])([O:9][CH3:10])[CH2:4][C:5](=[NH:8])[O:6][CH3:7].C(N(C(C)C)C(C)C)C.[F:21][CH:22]([C:26]1[CH:31]=[CH:30][CH:29]=[CH:28][CH:27]=1)[C:23](Cl)=O>ClCCl>[CH3:7][O:6][C:5]1[CH:4]=[C:3]([O:9][CH3:10])[N:11]=[C:23]([CH:22]([F:21])[C:26]2[CH:31]=[CH:30][CH:29]=[CH:28][CH:27]=2)[N:8]=1 |f:0.1.2|. Product: COC1=NC(=NC(=C1)OC)C(C1=CC=CC=C1)F (4,6-Dimethoxy-2-(α-fluorobenzyl) pyrimidine). Solvent: ClCCl (dichloromethane), ClCCl (dichloromethane), ClCCl (dichloromethane). Reported procedure: Dimethyl malonimidate dihydrochloride (11.0 g) was suspended in dichloromethane (100 ml) at -40° C. Ethyl diisopropylamine (38.9 ml) was added dropwise over 15 minutes at -40° C., followed by 2-fluoro-2-phenylacetyl chloride (11.0 g) in dichloromethane (15 ml) over 10 minutes at -40° C. The reaction mixture was allowed to warm to room temperature and stand overnight. It was then diluted further with dichloromethane, washed with ammonium chloride solution, then with water, and was dried over magn... The reactants are OC=1C=C2C(=NC1)C=CS2 (6-hydroxythieno[3,2-b]pyridine), [H-].[Na+] (sodium hydride), oil, CI (Methyl iodide), ice water. Run in CS(=O)C (dimethylsulfoxide). Run at time 1 hour. The product is COC=1C=C2C(=NC1)C=CS2 (6-Methoxythieno[3,2-b]pyridine). Yield: 78.5%. As a reaction SMILES: [OH:1][C:2]1[CH:3]=[C:4]2[S:10][CH:9]=[CH:8][C:5]2=[N:6][CH:7]=1.[H-].[Na+].[CH3:13]I>CS(C)=O>[CH3:13][O:1][C:2]1[CH:3]=[C:4]2[S:10][CH:9]=[CH:8][C:5]2=[N:6][CH:7]=1 |f:1.2|. Reported procedure: To a solution of 6-hydroxythieno[3,2-b]pyridine (2.45 g, 16.2 mmol) in dry dimethylsulfoxide (15 ml), under a nitrogen atmosphere, was added 60% sodium hydride in mineral oil (0.75 g, 19 mmol) and let stir at room temperature for 1 hour. Methyl iodide (1.25 ml, 21 mmol) was added to this solution and it was stirred for an additional two hours. The solution was poured into ice/water and extracted with diethyl ether, washed with water, dried over anhydrous sodium sulfate, filtered and carefully ev... The reactants are NC=1N(C=C(N1)CCCCCC#C)C(=O)OC(C)(C)C (tert-butyl 2-amino-4-(hept-6-ynyl)-1H-imidazole-1-carboxylate), N(=[N+]=[N-])CCNS(=O)(=O)C1=C(C(=C(C(=C1C)C)C)C)C (N-(2-azidoethyl)-2,3,4,5,6-pentamethylbenzenesulfonamide). Product: NC=1N(C=C(N1)CCCCCC=1N=NN(C1)CCNS(=O)(=O)C1=C(C(=C(C(=C1C)C)C)C)C)C(=O)OC(C)(C)C (tert-butyl 2-amino-4-(5-(1-(2-(2,3,4,5,6-pentamethylphenylsulfonamido)ethyl)-1H-1,2,3-triazol-4-yl)pentyl)-1H-imidazole-1-carboxylate). As a reaction SMILES: [NH2:1][C:2]1[N:3]([C:14]([O:16][C:17]([CH3:20])([CH3:19])[CH3:18])=[O:15])[CH:4]=[C:5]([CH2:7][CH2:8][CH2:9][CH2:10][CH2:11][C:12]#[CH:13])[N:6]=1.[N:21]([CH2:24][CH2:25][NH:26][S:27]([C:30]1[C:35]([CH3:36])=[C:34]([CH3:37])[C:33]([CH3:38])=[C:32]([CH3:39])[C:31]=1[CH3:40])(=[O:29])=[O:28])=[N+:22]=[N-:23]>>[NH2:1][C:2]1[N:3]([C:14]([O:16][C:17]([CH3:20])([CH3:19])[CH3:18])=[O:15])[CH:4]=[C:5]([CH2:7][CH2:8][CH2:9][CH2:10][CH2:11][C:12]2[N:23]=[N:22][N:21]([CH2:24][CH2:25][NH:26][S:27]([C:30]3[C:31]([CH3:40])=[C:32]([CH3:39])[C:33]([CH3:38])=[C:34]([CH3:37])[C:35]=3[CH3:36])(=[O:28])=[O:29])[CH:13]=2)[N:6]=1. Procedure: tert-butyl 2-amino-4-(hept-6-ynyl)-1H-imidazole-1-carboxylate (0.120 g, 0.434 mmol) was reacted with N-(2-azidoethyl)-2,3,4,5,6-pentamethylbenzenesulfonamide (0.141 g, 0.434 mmol) following the general click procedure to give tert-butyl 2-amino-4-(5-(1-(2-(2,3,4,5,6-pentamethylphenylsulfonamido)ethyl)-1H-1,2,3-triazol-4-yl)pentyl)-1H-imidazole-1-carboxylate 1H NMR (300 MHz, CDCl3) δ 7.30 (s, 1H), δ 7.01 (s, 1H), δ 6.44 (s, 1H), δ 6.17 (s, 2H), δ 4.35 (s, 2H), δ 3.34 (s, 2H0, δ 2.47 (s, 2H), δ 2.... The reactants are O=C(O)c1cc(S(=O)(=O)Cl)cc2c1OCCO2, N, O. The product is NS(=O)(=O)c1cc2c(c(C(=O)O)c1)OCCO2. RXN SMILES: [Cl:2][S:3](=[O:4])(=[O:5])[c:6]1[cH:7][c:8]([C:16](=[O:17])[OH:18])[c:9]2[c:10]([cH:15]1)[O:11][CH2:12][CH2:13][O:14]2.[NH3:1].[OH2:19]>>[NH2:1][S:3](=[O:4])(=[O:5])[c:6]1[cH:7][c:8]([C:16](=[O:17])[OH:18])[c:9]2[c:10]([cH:15]1)[O:11][CH2:12][CH2:13][O:14]2.